Dataset: the Open Reaction Database (ORD), a public repository of structured organic reaction records. Task: describe an organic reaction: reactants, conditions, products, and yield Reactants: ClS(=O)(=O)O (Chlorosulfonic acid), FC1=CC=C(OC2=CC=CC=C2)C=C1 (4-fluorophenoxybenzene), ice water. Reaction conditions: time 4 hour. Yields the product FC1=CC=C(OC2=CC=C(C=C2)S(=O)(=O)Cl)C=C1 (4-(4-Fluorophenoxy)benzenesulfonyl chloride). Reaction SMILES: [Cl:1][S:2]([OH:5])(=O)=[O:3].[F:6][C:7]1[CH:19]=[CH:18][C:10]([O:11][C:12]2[CH:17]=[CH:16][CH:15]=[CH:14][CH:13]=2)=[CH:9][CH:8]=1>>[F:6][C:7]1[CH:19]=[CH:18][C:10]([O:11][C:12]2[CH:17]=[CH:16][C:15]([S:2]([Cl:1])(=[O:5])=[O:3])=[CH:14][CH:13]=2)=[CH:9][CH:8]=1. Reported procedure: Chlorosulfonic acid (26 mL, 0.392 mole) was added dropwise to ice-cooled 4-fluorophenoxybenzene (36.9 grams, 0.196 mole) with mechanical stirring. When addition was complete, the mixture was stirred at room temperature for 4 hours. The mixture was then poured into ice water. The product, 4-(4fluorophenoxy)benzene-sulfonylchloride (18.6 grams, 33%) was collected by filtration and dried in the air. Starting materials: C(=C)C1=CC=NC=C1 (4-vinylpyridine), NCCN (1,2-diaminoethane), Cl (hydrochloric acid). The solvent is CO (methanol), CO (methanol), O (water). Product: N1=CC=C(C=C1)CCNCCN (N-[2-(4-pyridyl)ethyl]-1,2-diaminoethane). As a reaction SMILES: [CH:1]([C:3]1[CH:8]=[CH:7][N:6]=[CH:5][CH:4]=1)=[CH2:2].[NH2:9][CH2:10][CH2:11][NH2:12].Cl>CO.O>[N:6]1[CH:7]=[CH:8][C:3]([CH2:1][CH2:2][NH:9][CH2:10][CH2:11][NH2:12])=[CH:4][CH:5]=1. Procedure details: A solution of 4-vinylpyridine (52.5 g) in methanol (250 cm3) was added dropwise over 2 hours to a stirred solution of 1,2-diaminoethane in methanol (500 cm3) and water (500 cm3) under reflux in the presence of an excess of concentrated hydrochloric acid (pH1). After a further 1.5 hours the mixture was concentrated in vacuo and basified to pH9 with 4M sodium hydroxide solution. The solution was extracted with chloroform (4×150 cm3) and the dried (MgSO4) extracts were evaporated in vacuo to give a... Reactants: C(C)(C)(C)C1=NN(C(=C1)NC(=O)NC1=CC=C(C2=CC=CC=C12)OCCN1CCOCC1)C1=CC=C(C=C1)C (1-(3-tert-butyl-1-p-tolyl-1H-pyrazol-5-yl)-3-(4-(2-morpholinoethoxy)naphthalen-1-yl)urea), Cl (hydrochloric acid). Solvent: O (water). Product: Cl.C(C)(C)(C)C1=NN(C(=C1)NC(=O)NC1=CC=C(C2=CC=CC=C12)OCCN1CCOCC1)C1=CC=C(C=C1)C (1-(3-tert-butyl-1-p-tolyl-1H-pyrazol-5-yl)-3-(4-(2-morpholinoethoxy)naphthalen-1-yl)urea.hydrochloride). As a reaction SMILES: [C:1]([C:5]1[CH:9]=[C:8]([NH:10][C:11]([NH:13][C:14]2[C:23]3[C:18](=[CH:19][CH:20]=[CH:21][CH:22]=3)[C:17]([O:24][CH2:25][CH2:26][N:27]3[CH2:32][CH2:31][O:30][CH2:29][CH2:28]3)=[CH:16][CH:15]=2)=[O:12])[N:7]([C:33]2[CH:38]=[CH:37][C:36]([CH3:39])=[CH:35][CH:34]=2)[N:6]=1)([CH3:4])([CH3:3])[CH3:2].[ClH:40]>O>[ClH:40].[C:1]([C:5]1[CH:9]=[C:8]([NH:10][C:11]([NH:13][C:14]2[C:23]3[C:18](=[CH:19][CH:20]=[CH:21][CH:22]=3)[C:17]([O:24][CH2:25][CH2:26][N:27]3[CH2:32][CH2:31][O:30][CH2:29][CH2:28]3)=[CH:16][CH:15]=2)=[O:12])[N:7]([C:33]2[CH:38]=[CH:37][C:36]([CH3:39])=[CH:35][CH:34]=2)[N:6]=1)([CH3:4])([CH3:3])[CH3:2] |f:3.4|. Procedure details: To 1-(3-tert-butyl-1-p-tolyl-1H-pyrazol-5-yl)-3-(4-(2-morpholinoethoxy)naphthalen-1-yl)urea (6.38 g, 12.1 mmol), 0.1N hydrochloric acid (121 mL) and water (150 mL) was added and dissolved therein. The solvent was removed by lyophilization method to obtain 6.91 g (quantitative) of the captioned compound. Reactants: [Al+3], CCOC(C)=O, C=CCC(C(=O)OCC)C(C)CC, [F-], [H-], [H-], [H-], [H-], [Li+], [Na+], C1CCOC1, O. As a reaction SMILES: [Al+3:15].[CH3:28][CH2:29][O:30][C:31](=[O:32])[CH3:33].[CH:1]([CH3:2])([CH2:3][CH3:4])[CH:5]([C:6](=[O:7])[O:8][CH2:9][CH3:10])[CH2:11][CH:12]=[CH2:13].[F-:20].[H-:14].[H-:17].[H-:18].[H-:19].[Li+:16].[Na+:21].[O:22]1[CH2:23][CH2:24][CH2:25][CH2:26]1.[OH2:27]>>[CH:1]([CH3:2])([CH2:3][CH3:4])[CH:5]([CH2:6][OH:7])[CH2:11][CH:12]=[CH2:13]. The product is C=CCC(CO)C(C)CC. Run at time 8 hour. Starting materials: CN(C=O)C (N,N-dimethylformamide), S(=O)(Cl)Cl (thionyl chloride), C[N+](=CCl)C.[Cl-] (Vilsmeier reagent), OC(C(=O)O)CC1=C(C=CC=C1)[N+](=O)[O-] (α-hydroxy-2-nitrobenzenepropanoic acid). Solvent: ClCCl (dichloromethane), ClCCl (dichloromethane). Isolated yield 90.0%. The product is ClC(C(=O)O)CC1=C(C=CC=C1)[N+](=O)[O-] (α-Chloro-2-nitrobenzenepropanoic Acid). Procedure details: To a magnetically stirred N,N-dimethylformamide (20 ml, 258.5 mmol) cooled in ice was added slowly dropwise thionyl chloride (30 ml, 411.2 mmol). To the resulting cold Vilsmeier reagent was added dichloromethane (100 ml), α-hydroxy-2-nitrobenzenepropanoic acid (20.0 g, 94.7 mmol) and a further 50 mL of dichloromethane as a rinse. The mixture, protected from extraneous moisture, was stirred at room temperature until solution was achieved and the solution was left at room temperature (25° C.) over... RXN SMILES: CN(C)C=O.S(Cl)(Cl)=O.C[N+](C)=C[Cl:13].[Cl-].O[CH:17]([CH2:21][C:22]1[CH:27]=[CH:26][CH:25]=[CH:24][C:23]=1[N+:28]([O-:30])=[O:29])[C:18]([OH:20])=[O:19]>ClCCl>[Cl:13][CH:17]([CH2:21][C:22]1[CH:27]=[CH:26][CH:25]=[CH:24][C:23]=1[N+:28]([O-:30])=[O:29])[C:18]([OH:20])=[O:19] |f:2.3|.